Dataset: the Open Reaction Database (ORD), a public repository of structured organic reaction records. Task: describe an organic reaction: reactants, conditions, products, and yield Reactants: Brc1ccc(Br)cc1, CN1CC2CCNC2C1, CC(C)(C)[O-], Cc1ccccc1, [Na+], O=C(C=Cc1ccccc1)C=Cc1ccccc1, O=C(C=Cc1ccccc1)C=Cc1ccccc1, O=C(C=Cc1ccccc1)C=Cc1ccccc1, O, [Pd], [Pd], c1ccc(P(c2ccccc2)c2ccc3ccccc3c2-c2c(P(c3ccccc3)c3ccccc3)ccc3ccccc23)cc1. As a reaction SMILES: [Br:10][c:11]1[cH:12][cH:13][c:14]([Br:15])[cH:16][cH:17]1.[CH3:1][N:2]1[CH2:3][CH:4]2[NH:5][CH2:6][CH2:7][CH:8]2[CH2:9]1.[CH3:64][C:65]([CH3:66])([O-:67])[CH3:68].[CH3:70][c:71]1[cH:72][cH:73][cH:74][cH:75][cH:76]1.[Na+:69].[O:116]=[C:117]([CH:118]=[CH:119][c:120]1[cH:121][cH:122][cH:123][cH:124][cH:125]1)[CH:126]=[CH:127][c:128]1[cH:129][cH:130][cH:131][cH:132][cH:133]1.[O:80]=[C:81]([CH:82]=[CH:83][c:84]1[cH:85][cH:86][cH:87][cH:88][cH:89]1)[CH:90]=[CH:91][c:92]1[cH:93][cH:94][cH:95][cH:96][cH:97]1.[O:98]=[C:99]([CH:100]=[CH:101][c:102]1[cH:103][cH:104][cH:105][cH:106][cH:107]1)[CH:108]=[CH:109][c:110]1[cH:111][cH:112][cH:113][cH:114][cH:115]1.[OH2:77].[Pd:78].[Pd:79].[cH:18]1[cH:19][cH:20][c:21]([P:22]([c:23]2[cH:24][cH:25][c:26]3[c:27]([cH:28][cH:29][cH:30][cH:31]3)[c:32]2-[c:33]2[c:34]3[c:35]([cH:36][cH:37][cH:38][cH:39]3)[cH:40][cH:41][c:42]2[P:43]([c:44]2[cH:45][cH:46][cH:47][cH:48][cH:49]2)[c:50]2[cH:51][cH:52][cH:53][cH:54][cH:55]2)[c:56]2[cH:57][cH:58][cH:59][cH:60][cH:61]2)[cH:62][cH:63]1>>[CH3:1][N:2]1[CH2:3][CH:4]2[N:5]([c:14]3[cH:13][cH:12][c:11]([Br:10])[cH:17][cH:16]3)[CH2:6][CH2:7][CH:8]2[CH2:9]1. Product: CN1CC2CCN(c3ccc(Br)cc3)C2C1. The product is COC(OC)C(=O)NCc1ccc(Cl)cc1. Reaction SMILES: [CH3:1][O:2][CH:3]([C:4](=[O:5])[O:6][CH3:7])[O:8][CH3:9].[Cl:10][c:11]1[cH:12][cH:13][c:14]([CH2:15][NH2:16])[cH:17][cH:18]1>>[CH3:1][O:2][CH:3]([C:4](=[O:5])[NH:16][CH2:15][c:14]1[cH:13][cH:12][c:11]([Cl:10])[cH:18][cH:17]1)[O:8][CH3:9]. Reactants: COC(=O)C(OC)OC, NCc1ccc(Cl)cc1.